The task is: describe an organic reaction: reactants, conditions, products, and yield. This data is from the Open Reaction Database (ORD), a public repository of structured organic reaction records. Reactants: C(N)(=O)OCC=1CS[C@H]2N(C1C(=O)O)C(C2NC(CC(CBr)=O)=O)=O (3-carbamoyloxymethyl-7-(3-oxo-4-bromobutyramido)-3-cephem-4-carboxylic acid), [S-]C#N.[K+] (potassium thiocyanate). Solvent: C(C)#N (acetonitrile). Conditions: time 6 hour. Product: C(N)(=O)OCC=1CS[C@H]2N(C1C(=O)O)C(C2NC(CC(CSC#N)=O)=O)=O (3-carbamoyloxymethyl-7-(3-oxo-4-thiocyanatobutyramido)-3-cephem-4-carboxylic acid). The yield is 72.9%. Reaction SMILES: [C:1]([O:4][CH2:5][C:6]1[CH2:7][S:8][C@@H:9]2[CH:16]([NH:17][C:18](=[O:24])[CH2:19][C:20](=[O:23])[CH2:21]Br)[C:15](=[O:25])[N:10]2[C:11]=1[C:12]([OH:14])=[O:13])(=[O:3])[NH2:2].[S-:26][C:27]#[N:28].[K+]>C(#N)C>[C:1]([O:4][CH2:5][C:6]1[CH2:7][S:8][C@@H:9]2[CH:16]([NH:17][C:18](=[O:24])[CH2:19][C:20](=[O:23])[CH2:21][S:26][C:27]#[N:28])[C:15](=[O:25])[N:10]2[C:11]=1[C:12]([OH:14])=[O:13])(=[O:3])[NH2:2] |f:1.2|. Reported procedure: A mixture of 3-carbamoyloxymethyl-7-(3-oxo-4-bromobutyramido)-3-cephem-4-carboxylic acid (0.52 g.) and potassium thiocyanate (0.174 g.) in acetonitrile (10 ml.) was stirred for 6 hours at room temperature, and then acetonitrile was distilled off therefrom. To the residue were added ethyl acetate (50 ml.) and a saturated aqueous solution of sodium chloride (20 ml.), and the mixture was adjusted to pH 2 with 50% phosphoric acid with stirring, and then ethyl acetate layer was separated therefrom. T...